From a dataset of the Open Reaction Database (ORD), a public repository of structured organic reaction records. describe an organic reaction: reactants, conditions, products, and yield Reactants: CC(C#N)(C[C@@]1(CCN(C(O1)=O)[C@@H](C)C1=CC=C(C=C1)B1OC(C(O1)(C)C)(C)C)C1=CC=CC=C1)C (2,2-dimethyl-3-((R)-2-oxo-6-phenyl-3-((S)-1-(4-(4,4,5,5-tetramethyl-1,3,2-dioxaborolan-2-yl)phenyl)ethyl)-1,3-oxazinan-6-yl)propanenitrile), BrC=1SC(=CN1)C(=O)NC1CC1 (2-bromo-N-cyclopropylthiazole-5-carboxamide). Yields the product C(#N)C(C[C@@]1(CCN(C(O1)=O)[C@@H](C)C1=CC=C(C=C1)C=1SC(=CN1)C(=O)NC1CC1)C1=CC=CC=C1)(C)C (2-(4-((S)-1-((R)-6-(2-cyano-2-methylpropyl)-2-oxo-6-phenyl-1,3-oxazinan-3-yl)ethyl)phenyl)-N-cyclopropylthiazole-5-carboxamide). RXN SMILES: [CH3:1][C:2]([CH3:36])([CH2:5][C@@:6]1([C:30]2[CH:35]=[CH:34][CH:33]=[CH:32][CH:31]=2)[O:11][C:10](=[O:12])[N:9]([C@H:13]([C:15]2[CH:20]=[CH:19][C:18](B3OC(C)(C)C(C)(C)O3)=[CH:17][CH:16]=2)[CH3:14])[CH2:8][CH2:7]1)[C:3]#[N:4].Br[C:38]1[S:39][C:40]([C:43]([NH:45][CH:46]2[CH2:48][CH2:47]2)=[O:44])=[CH:41][N:42]=1>>[C:3]([C:2]([CH3:36])([CH3:1])[CH2:5][C@@:6]1([C:30]2[CH:31]=[CH:32][CH:33]=[CH:34][CH:35]=2)[O:11][C:10](=[O:12])[N:9]([C@H:13]([C:15]2[CH:16]=[CH:17][C:18]([C:38]3[S:39][C:40]([C:43]([NH:45][CH:46]4[CH2:47][CH2:48]4)=[O:44])=[CH:41][N:42]=3)=[CH:19][CH:20]=2)[CH3:14])[CH2:8][CH2:7]1)#[N:4]. Procedure: The title compound was prepared from 2,2-dimethyl-3-((R)-2-oxo-6-phenyl-3-((S)-1-(4-(4,4,5,5-tetramethyl-1,3,2-dioxaborolan-2-yl)phenyl)ethyl)-1,3-oxazinan-6-yl)propanenitrile and 2-bromo-N-cyclopropylthiazole-5-carboxamide following a procedure analogous to that described in Example 1 Step 2. LC-MS Method 2 tR=1.262 min, m/z=529.3; 1H NMR (CDCl3) 0.63 (m, 2H), 0.86 (m, 2H), 1.30 (s, 3H), 1.43 (s, 3H), 1.52 (d, 3H), 2.02 (s, 2H), 2.29 (m, 1H), 2.81-2.99 (m, 2H), 5.62 (m, 1H), 6.50 (s, 1H), 6.89 ... The reactants are ClC=1NC2=C(N1)C=CC=C2 (2-Chlorobenzimidazole), C(C)(=O)OC1[C@H](OC(C)=O)[C@H](OC(C)=O)[C@H](O1)COC(C)=O (1,2,3,5-tetra-O-acetyl-D-ribofuranose), C(O)([O-])=O.[Na+] (sodium hydrogen carbonate), N,O-bis(trimethylsilyl)acetoamide, C[Si](C)(C)OS(=O)(=O)C(F)(F)F (trifluoromethanesulfonic acid trimethylsilyl ester). The solvent is C(C)#N (acetonitrile). Conditions: temperature 80 celsius, time 1 hour. Yields the product ClC1=NC2=C(N1[C@H]1[C@H](OC(C)=O)[C@H](OC(C)=O)[C@H](O1)COC(C)=O)C=CC=C2 (2-Chloro-1-(2,3,5-tri-O-acetyl-β-D-ribofuranosyl)-1H-benzimidazole). The yield is 61.4%. As a reaction SMILES: [Cl:1][C:2]1[NH:3][C:4]2[CH:10]=[CH:9][CH:8]=[CH:7][C:5]=2[N:6]=1.C[Si](OS(C(F)(F)F)(=O)=O)(C)C.C(O[CH:27]1[O:39][C@H:38]([CH2:40][O:41][C:42](=[O:44])[CH3:43])[C@@H:33]([O:34][C:35](=[O:37])[CH3:36])[C@H:28]1[O:29][C:30](=[O:32])[CH3:31])(=O)C.C(=O)([O-])O.[Na+]>C(#N)C>[Cl:1][C:2]1[N:6]([C@@H:27]2[O:39][C@H:38]([CH2:40][O:41][C:42](=[O:44])[CH3:43])[C@@H:33]([O:34][C:35](=[O:37])[CH3:36])[C@H:28]2[O:29][C:30](=[O:32])[CH3:31])[C:5]2[CH:7]=[CH:8][CH:9]=[CH:10][C:4]=2[N:3]=1 |f:3.4|. Procedure: 2-Chlorobenzimidazole (7.5 g) and N,O-bis(trimethylsilyl)acetoamide (18.3 mL) were suspended in acetonitrile (150 mL), and the mixture was stirred at 80° C. for 1 hour. The reaction mixture was allowed to cool to room temperature. To the mixture was added trifluoromethanesulfonic acid trimethylsilyl ester (17.9 mL), and the mixture was stirred for 15 minutes. To the reaction mixture was added 1,2,3,5-tetra-O-acetyl-D-ribofuranose (17.3 g), and the mixture was stirred at room temperature for 6 ho... Starting materials: ClC=1C=C(C=CC1)[C@H]1C[C@](C(N([C@@H]1C1=CC=C(C=C1)Cl)[C@H]([C@H](C)O)CC)=O)(C)CC(=O)OC (Methyl 2-((3R,5R,6S)-5-(3-chlorophenyl)-6-(4-chlorophenyl)-1-((2S,3S)-2-hydroxypentan-3-yl)-3-methyl-2-oxopiperidin-3-yl)acetate), [H-].[Na+] (sodium hydride), IC (iodomethane). Solvent: CN(C)C=O (DMF). Reaction conditions: temperature 25 celsius, time 20 minute. Yields the product ClC=1C=C(C=CC1)[C@H]1C[C@](C(N([C@@H]1C1=CC=C(C=C1)Cl)[C@H]([C@H](C)OC)CC)=O)(C)CC(=O)OC (Methyl 2-((3R,5R,6S)-5-(3-chlorophenyl)-6-(4-chlorophenyl)-1-((2S,3S)-2-methoxypentan-3-yl)-3-methyl-2-oxopiperidin-3-yl)acetate). RXN SMILES: [Cl:1][C:2]1[CH:3]=[C:4]([C@@H:8]2[C@@H:13]([C:14]3[CH:19]=[CH:18][C:17]([Cl:20])=[CH:16][CH:15]=3)[N:12]([C@@H:21]([CH2:25][CH3:26])[C@@H:22]([OH:24])[CH3:23])[C:11](=[O:27])[C@:10]([CH2:29][C:30]([O:32][CH3:33])=[O:31])([CH3:28])[CH2:9]2)[CH:5]=[CH:6][CH:7]=1.[H-].[Na+].I[CH3:37]>CN(C=O)C>[Cl:1][C:2]1[CH:3]=[C:4]([C@@H:8]2[C@@H:13]([C:14]3[CH:19]=[CH:18][C:17]([Cl:20])=[CH:16][CH:15]=3)[N:12]([C@@H:21]([CH2:25][CH3:26])[C@@H:22]([O:24][CH3:37])[CH3:23])[C:11](=[O:27])[C@:10]([CH2:29][C:30]([O:32][CH3:33])=[O:31])([CH3:28])[CH2:9]2)[CH:5]=[CH:6][CH:7]=1 |f:1.2|. Procedure details: To a solution of 50 mg (0.102 mmol) of methyl 2-((3R,5R,6S)-5-(3-chlorophenyl)-6-(4-chlorophenyl)-1-((2S,3S)-2-hydroxypentan-3-yl)-3-methyl-2-oxopiperidin-3-yl)acetate (Example 153, Step A) in 0.3 mL of DMF was added 60% sodium hydride (20.31 mg, 0.508 mmol) at 25° C. After being stirred at 25° C. for 20 min, iodomethane (25.4 uL, 0.406 mmol) was added. The reaction was stirred for an additional 30 min and was quenched with saturated aqueous NH4Cl solution, extracted with EtOAc (2×25 mL). The co... The reactants are solution, C[Mg]Cl (methyl magnesium chloride), ClC1=CC(=C(C=O)C=C1OC)F (4-chloro-2-fluoro-5-methoxybenzaldehyde). The solvent is C1CCOC1 (THF), C1CCOC1 (THF). Yields the product ClC1=CC(=C(C=C1OC)C(O)C)F (4-chloro-2-fluoro-5-methoxy-α-methyl-benzenemethanol). Yield: 95.6%. Reaction SMILES: [Cl:1][C:2]1[C:9]([O:10][CH3:11])=[CH:8][C:5]([CH:6]=[O:7])=[C:4]([F:12])[CH:3]=1.[CH3:13][Mg]Cl>C1COCC1>[Cl:1][C:2]1[C:9]([O:10][CH3:11])=[CH:8][C:5]([CH:6]([CH3:13])[OH:7])=[C:4]([F:12])[CH:3]=1. Procedure details: A stirred solution of 10.4 g of 4-chloro-2-fluoro-5-methoxybenzaldehyde in 150 mL of anhydrous THF was cooled in a dry ice-acetone bath and treated with 35 mL of a 3M solution of methyl magnesium chloride in THF over a period of one minute. The ice bath was removed and the mixture allowed to warm to room temperature. After warming, the solution was slowly poured into ice water. The water slurry was extracted three times with diethyl ether, the ether extracts dried and concd to afford a crude oil...